This data is from the Open Reaction Database (ORD), a public repository of structured organic reaction records. The task is: describe an organic reaction: reactants, conditions, products, and yield The reactants are NC1[C@@H]2N(C(=C(CS2)Cl)C(=O)OCC2=CC=C(C=C2)[N+](=O)[O-])C1=O (p-Nitrobenzyl 7-amino-3-chloro-3-cephem-4-carboxylate), KHCO3, Cl (HCl), [Al] (Aluminum). Solvent: CO (methanol), O (water), O (water), CO (methanol). Run at time 1 hour. Yields the product NC1[C@@H]2N(C(=C(CS2)Cl)C(=O)O)C1=O (7-AMINO-3-CHLORO-3-CEPHEM-4-CARBOXYLIC ACID). As a reaction SMILES: [NH2:1][CH:2]1[C:23](=[O:24])[N:4]2[C:5]([C:10]([O:12]CC3C=CC([N+]([O-])=O)=CC=3)=[O:11])=[C:6]([Cl:9])[CH2:7][S:8][C@H:3]12.[Al].Cl>CO.O>[NH2:1][CH:2]1[C:23](=[O:24])[N:4]2[C:5]([C:10]([OH:12])=[O:11])=[C:6]([Cl:9])[CH2:7][S:8][C@H:3]12. Procedure: p-Nitrobenzyl 7-amino-3-chloro-3-cephem-4-carboxylate (10 gm) was suspended in a mixture of methanol (120 ml) and water (25 ml). Aluminum powder (10 gm) was charged at 30° C., followed by the addition of concentrated HCl (12.5 ml) in a methanol (10 ml) and water (2.5 ml) mixture over a period of 15 minutes. The reaction mixture was stirred for 1 hour. After completion of the reaction, aq. KHCO3 was added to bring the pH to 8.0 followed by the addition of activated carbon. After stirring for 10 m... Starting materials: FC1=C(C=C(C=C1)F)[C@@H]1N(CCC1)C1=NC=2N(C=C1)N=CC2NC(=O)N2CC(C2)O ((R)—N-(5-(2-(2,5-difluorophenyl)pyrrolidin-1-yl)pyrazolo[1,5-a]pyrimidin-3-yl)-3-hydroxyazetidine-1-carboxamide), S(O)(O)(=O)=O (sulfuric acid). The solvent is CO (methanol), CO (methanol). Conditions: time 30 minute. Yields the product S(=O)(=O)(O)O.FC1=C(C=C(C=C1)F)[C@@H]1N(CCC1)C1=NC=2N(C=C1)N=CC2NC(=O)N2CC(C2)O ((R)—N-(5-(2-(2,5-difluorophenyl)pyrrolidin-1-yl)pyrazolo[1,5-a]pyrimidin-3-yl)-3-hydroxyazetidine-1-carboxamide sulfate). Isolated yield 70.0%. As a reaction SMILES: [F:1][C:2]1[CH:7]=[CH:6][C:5]([F:8])=[CH:4][C:3]=1[C@H:9]1[CH2:13][CH2:12][CH2:11][N:10]1[C:14]1[CH:19]=[CH:18][N:17]2[N:20]=[CH:21][C:22]([NH:23][C:24]([N:26]3[CH2:29][CH:28]([OH:30])[CH2:27]3)=[O:25])=[C:16]2[N:15]=1.[S:31](=[O:35])(=[O:34])([OH:33])[OH:32]>CO>[S:31]([OH:35])([OH:34])(=[O:33])=[O:32].[F:1][C:2]1[CH:7]=[CH:6][C:5]([F:8])=[CH:4][C:3]=1[C@H:9]1[CH2:13][CH2:12][CH2:11][N:10]1[C:14]1[CH:19]=[CH:18][N:17]2[N:20]=[CH:21][C:22]([NH:23][C:24]([N:26]3[CH2:29][CH:28]([OH:30])[CH2:27]3)=[O:25])=[C:16]2[N:15]=1 |f:3.4|. Reported procedure: To a solution of (R)—N-(5-(2-(2,5-difluorophenyl)pyrrolidin-1-yl)pyrazolo[1,5-a]pyrimidin-3-yl)-3-hydroxyazetidine-1-carboxamide (44 mg, 0.11 mmol) in methanol (3 mL) at ambient temperature was added sulfuric acid in methanol (531 μL, 0.11 mmol). The resulting solution was stirred for 30 minutes then concentrated to provide (R)—N-(5-(2-(2,5-difluorophenyl)pyrrolidin-1-yl)pyrazolo[1,5-a]pyrimidin-3-yl)-3-hydroxyazetidine-1-carboxamide sulfate (38 mg, 0.074 mmol, 70% yield) as a yellow solid. The reactants are [H-].[Al+3].[Li+].[H-].[H-].[H-] (Lithium aluminum hydride), FC(C1=CC2=C(OCC(N2)=O)N=C1)(F)F (7-trifluoromethyl-1H-pyrido[2,3-b][1,4]oxazin-2-one), O (Water), C(O)([O-])=O.[Na+] (sodium hydrogen carbonate). Run in O1CCCC1 (tetrahydrofuran), O1CCCC1 (tetrahydrofuran). Conditions: time 1 hour. Product: FC(C1=CC2=C(OCCN2)N=C1)(F)F (7-trifluoromethyl-2,3-dihydro-1H-pyrido[2,3-b][1,4]oxazine). The yield is 50.7%. As a reaction SMILES: [F:1][C:2]([F:15])([F:14])[C:3]1[CH:13]=[N:12][C:6]2[O:7][CH2:8][C:9](=O)[NH:10][C:5]=2[CH:4]=1.[H-].[Al+3].[Li+].[H-].[H-].[H-].O.C(=O)([O-])O.[Na+]>O1CCCC1>[F:14][C:2]([F:1])([F:15])[C:3]1[CH:13]=[N:12][C:6]2[O:7][CH2:8][CH2:9][NH:10][C:5]=2[CH:4]=1 |f:1.2.3.4.5.6,8.9|. Procedure details: In a 5 ml flask, 7-trifluoromethyl-1H-pyrido[2,3-b][1,4]oxazin-2-one (60 mg, 0.28 mmol) was dissolved in tetrahydrofuran (1.0 ml), and then 1.0M Lithium aluminum hydride dissolved in tetrahydrofuran (0.33 ml, 0.33 mmol) was added thereto dropwise and stirred for 1 hour at 0□. Water and saturated solution of sodium hydrogen carbonate were added and the mixture was extracted with ethyl acetate. The combined organic layer was dried over anhydrous sodium sulfate (Na2SO4), filtered and evaporated und... Reactants: ClC1=CC=C(S1)C1=NC(=NC=C1C=1C=C(C=CC1)NC(CN(C(OC(C)(C)C)=O)C)=O)NCCN1C(NC(C1(C)C)=O)=O (tert-Butyl 2-(3-{4-(5-chlorothiophen-2-yl)-2-[2-(5,5-dimethyl-2,4-dioxoimidazolidin-1-yl)ethylamino]pyrimidin-5-yl}phenylamino)-2-oxoethyl(methyl)carbamate), solution, Cl (HCl). The solvent is O1CCOCC1 (1,4-dioxane), O1CCOCC1 (1,4-dioxane). Reaction conditions: time 1 hour. Product: ClC1=CC=C(S1)C1=NC(=NC=C1C=1C=C(C=CC1)NC(CNC)=O)NCCN1C(NC(C1(C)C)=O)=O (N-(3-{4-(5-Chlorothiophen-2-yl)-2-[2-(5,5-dimethyl-2,4-dioxoimidazolidin-1-yl)ethylamino]pyrimidin-5-yl}phenyl)-2-(methylamino)acetamide), hydrochloride salt. RXN SMILES: [Cl:1][C:2]1[S:6][C:5]([C:7]2[C:12]([C:13]3[CH:14]=[C:15]([NH:19][C:20](=[O:31])[CH2:21][N:22](C)[C:23](=O)OC(C)(C)C)[CH:16]=[CH:17][CH:18]=3)=[CH:11][N:10]=[C:9]([NH:32][CH2:33][CH2:34][N:35]3[C:39]([CH3:41])([CH3:40])[C:38](=[O:42])[NH:37][C:36]3=[O:43])[N:8]=2)=[CH:4][CH:3]=1.Cl>O1CCOCC1>[Cl:1][C:2]1[S:6][C:5]([C:7]2[C:12]([C:13]3[CH:14]=[C:15]([NH:19][C:20](=[O:31])[CH2:21][NH:22][CH3:23])[CH:16]=[CH:17][CH:18]=3)=[CH:11][N:10]=[C:9]([NH:32][CH2:33][CH2:34][N:35]3[C:39]([CH3:41])([CH3:40])[C:38](=[O:42])[NH:37][C:36]3=[O:43])[N:8]=2)=[CH:4][CH:3]=1. Reported procedure: A solution of 15 mg (0.024 mmol) of tert-Butyl 2-(3-{4-(5-chlorothiophen-2-yl)-2-[2-(5,5-dimethyl-2,4-dioxoimidazolidin-1-yl)ethylamino]pyrimidin-5-yl}phenylamino)-2-oxoethyl(methyl)carbamate in 1 mL of 1,4-dioxane was treated with 2 mL of a 4 M solution of HCl in 1,4-dioxane and stirred 1 h at rt, then concentrated in vacuo to give the desired product as the hydrochloride salt. MS (M+H)+ 528. As a reaction SMILES: [CH2:1]([c:2]1[cH:3][cH:4][cH:5][cH:6][cH:7]1)[N:8]1[CH2:9][CH2:10][C:11]([C:12](=[O:13])[NH2:14])([NH:17][c:18]2[cH:19][c:20]([CH3:24])[cH:21][cH:22][cH:23]2)[CH2:15][CH2:16]1.[CH3:25][C:26](=[O:27])[OH:28].[CH3:41][c:42]1[cH:43][cH:44][cH:45][cH:46][cH:47]1.[CH:29]([O:30][CH2:31][CH3:32])([O:33][CH2:34][CH3:35])[O:36][CH2:37][CH3:38].[NH4+:39].[OH-:40].[OH2:48]>>[CH2:1]([c:2]1[cH:3][cH:4][cH:5][cH:6][cH:7]1)[N:8]1[CH2:9][CH2:10][C:11]2([C:12](=[O:13])[N:14]=[CH:25][N:17]2[c:18]2[cH:19][c:20]([CH3:24])[cH:21][cH:22][cH:23]2)[CH2:15][CH2:16]1. Yields the product Cc1cccc(N2C=NC(=O)C23CCN(Cc2ccccc2)CC3)c1. Reactants: Cc1cccc(NC2(C(N)=O)CCN(Cc3ccccc3)CC2)c1, CC(=O)O, Cc1ccccc1, CCOC(OCC)OCC, [NH4+], [OH-], O. Reactants: FC1=CC=C(C=C1)CCCI (4-fluorophenyl propyliodide), C(C1=CC=CC=C1)N1CCC(CC1)=O (1-benzyl-4-piperidone). The product is OC1(CCNCC1)CCCC1=CC=C(C=C1)F (4-Hydroxy-4-(3-(4-fluorophenyl)propyl)piperidine). RXN SMILES: [F:1][C:2]1[CH:7]=[CH:6][C:5]([CH2:8][CH2:9][CH2:10]I)=[CH:4][CH:3]=1.C([N:19]1[CH2:24][CH2:23][C:22](=[O:25])[CH2:21][CH2:20]1)C1C=CC=CC=1>>[OH:25][C:22]1([CH2:10][CH2:9][CH2:8][C:5]2[CH:6]=[CH:7][C:2]([F:1])=[CH:3][CH:4]=2)[CH2:23][CH2:24][NH:19][CH2:20][CH2:21]1. Procedure details: The title compound was prepared from 3-(4-fluorophenyl propyliodide and 1-benzyl-4-piperidone as described in Example 122. The reactants are COC1=CC=C(C=C1)C#CC=1C=2N(C=CC1NC(OCC)=O)C=C(N2)C (Ethyl [8-[2-(4-methoxyphenyl)ethynyl]-2-methylimidazo[1,2-a]pyridine-7-yl]carbamate), [K+].[Br-] (KBr). Product: COC1=CC=C(C=C1)C1=CC2=C3N(C=CC2=N1)CC(=N3)C (8-(4-methoxyphenyl)-2-methylimidazo[1,2-a]pyrrolo[3,2-c]pyridine). RXN SMILES: [CH3:1][O:2][C:3]1[CH:8]=[CH:7][C:6]([C:9]#[C:10][C:11]2[C:12]3[N:13]([CH:23]=[C:24]([CH3:26])[N:25]=3)[CH:14]=[CH:15][C:16]=2[NH:17]C(=O)OCC)=[CH:5][CH:4]=1.[K+].[Br-]>>[CH3:1][O:2][C:3]1[CH:8]=[CH:7][C:6]([C:9]2[N:17]=[C:16]3[C:11](=[C:12]4[N:25]=[C:24]([CH3:26])[CH2:23][N:13]4[CH:14]=[CH:15]3)[CH:10]=2)=[CH:5][CH:4]=1 |f:1.2|. Reported procedure: From 25a (yield: 35%); mp 168° C.; IR (KBr) 3422, 3053, 2917, 2827, 1637, 1521, 1490, 1307, 1027 cm−1; 1H NMR (400 MHz, DMSO-d6) δ 2.30 (s, 3H), 3.80 (s, 3H), 6.93 (d, 1H, J=7.6 Hz), 7.01 (d, 1H, J=2.0 Hz), 7.03 (m, 2H), 7.49 (s, 1H), 7.77 (m, 2H), 8.02 (d, 1H, J=7.2 Hz), 11.83 (s, 1H); 13C NMR (100 MHz, DMSO-d6) δ 14.2, 55.2, 96.8, 100.5, 109.2, 114.2, 114.4, 120.3, 124.6, 126.0, 131.0, 135.8, 139.0, 140.8, 158.5. Anal. Calcd for C17H15N3O: C, 73.63; H, 5.45; N, 15.15. Found: C, 73.89; H, 5.65;... Starting materials: C(C)(C)(C)OC(=O)N[C@H]1[C@@H](CC2=CC=CC=C2C1)O ((+)-trans-3-tert-butoxycarbonylamino-1,2,3,4-tetrahydro-2-naphthalenol), CC(=O)OI1(C=2C=CC=CC2C(=O)O1)(OC(=O)C)OC(=O)C (Dess Martin periodinane). The solvent is C(Cl)Cl (methylene chloride). Conditions: time 1 hour. Yields the product C(C)(C)(C)OC(=O)NC1C(CC2=CC=CC=C2C1)=O ((+)-3-Tert-butoxycarbonylamino-3,4-dihydro-2(1H)-naphthalenone). RXN SMILES: [C:1]([O:5][C:6]([NH:8][C@@H:9]1[CH2:18][C:17]2[C:12](=[CH:13][CH:14]=[CH:15][CH:16]=2)[CH2:11][C@H:10]1[OH:19])=[O:7])([CH3:4])([CH3:3])[CH3:2].CC(OI1(OC(C)=O)(OC(C)=O)OC(=O)C2C=CC=CC1=2)=O>C(Cl)Cl>[C:1]([O:5][C:6]([NH:8][CH:9]1[CH2:18][C:17]2[C:12](=[CH:13][CH:14]=[CH:15][CH:16]=2)[CH2:11][C:10]1=[O:19])=[O:7])([CH3:4])([CH3:2])[CH3:3]. Procedure: Under argon to (+)-trans-3-tert-butoxycarbonylamino-1,2,3,4-tetrahydro-2-naphthalenol (70 mg) in methylene chloride (1 ml) was added Dess Martin periodinane (172 mg). The mixture was stirred for 1 hour at room temperature under argon and filtered through a silica gel column [10 g, elution with ethyl acetate: cyclohexane mixtures, 1:9 (150 ml) and 2:8 (50 ml)]. Evaporation of solvent gave a solid which was recrystallized from pentane to yield the title compound as white needles, m.p. 76° C. As a reaction SMILES: [C:49](=[O:50])([OH:51])[O-:52].[CH3:1][O:2][c:3]1[cH:4][c:5]([CH:18]=[CH:19][CH:20]=[CH:21][C:22](=[O:23])[NH:24][CH2:25][CH2:26][N:27]2[CH2:28][CH2:29][CH:30]([c:33]3[cH:34][nH:35][c:36]4[cH:37][cH:38][cH:39][cH:40][c:41]34)[CH2:31][CH2:32]2)[cH:6][c:7]([O:16][CH3:17])[c:8]1[O:9][CH2:10][O:11][CH2:12][CH2:13][O:14][CH3:15].[CH3:42][S:43](=[O:44])(=[O:45])[OH:46].[CH3:54][OH:55].[Na+:48].[Na+:53].[OH-:47].[OH2:56]>>[CH3:1][O:2][c:3]1[cH:4][c:5]([CH:18]=[CH:19][CH:20]=[CH:21][C:22](=[O:23])[NH:24][CH2:25][CH2:26][N:27]2[CH2:28][CH2:29][CH:30]([c:33]3[cH:34][nH:35][c:36]4[cH:37][cH:38][cH:39][cH:40][c:41]34)[CH2:31][CH2:32]2)[cH:6][c:7]([O:16][CH3:17])[c:8]1[OH:9]. Reactants: O=C([O-])O, COCCOCOc1c(OC)cc(C=CC=CC(=O)NCCN2CCC(c3c[nH]c4ccccc34)CC2)cc1OC, CS(=O)(=O)O, CO, [Na+], [Na+], [OH-], O. Yields the product COc1cc(C=CC=CC(=O)NCCN2CCC(c3c[nH]c4ccccc34)CC2)cc(OC)c1O.